describe an organic reaction: reactants, conditions, products, and yield From a dataset of the Open Reaction Database (ORD), a public repository of structured organic reaction records. Starting materials: C1(=CC=C(C=C1)S(=O)(=O)O)C.C1(=CC=C(C=C1)S(=O)(=O)O)C.OCC1OC(CC1)CO (2,5-bis(hydroxymethyl)tetrahydrofuran bis(p-toluenesulfonate)), C(C1=CC=CC=C1)N (benzylamine), [OH-].[Na+] (sodium hydroxide). Solvent: CO (methanol). Conditions: temperature 70 celsius, time 24 hour. The product is C(C1=CC=CC=C1)N1CC2CCC(C1)O2 (3-benzyl-8-oxa-3-azabicyclo[3.2.1]octane). Isolated yield 94.9%. RXN SMILES: C1(C)C=CC(S(O)(=O)=O)=CC=1.C1(C)C=CC(S(O)(=O)=O)=CC=1.O[CH2:24][CH:25]1[CH2:29][CH2:28][CH:27]([CH2:30]O)[O:26]1.[CH2:32]([NH2:39])[C:33]1[CH:38]=[CH:37][CH:36]=[CH:35][CH:34]=1.[OH-].[Na+]>CO>[CH2:32]([N:39]1[CH2:30][CH:27]2[O:26][CH:25]([CH2:29][CH2:28]2)[CH2:24]1)[C:33]1[CH:38]=[CH:37][CH:36]=[CH:35][CH:34]=1 |f:0.1.2,4.5|. Procedure details: A mixture of 2,5-bis(hydroxymethyl)tetrahydrofuran bis(p-toluenesulfonate) (10 g) and benzylamine (9.7 g) was stirred at 70° C. for 24 hours. To the mixture was added a solution of sodium hydroxide (1.85 g) in methanol (30 ml). After stirring at room temperature for 30 minutes, the mixture was filtered. The filtrate was evaporated, added dichloromethane, and filtered. The filtrate was evaporated under reduced pressure, and purified with column chromatography (silica gel, 250 ml, ethyl acetate:he... The reactants are CC1([C@@H]([C@H]1\C=C\C(=O)OC)C(=O)Cl)C ((1R,trans) 2,2-dimethyl-3-[(E)-3-methoxy-3-oxo-1-propenyl]-cyclopropane-1-carboxylic acid chloride), C(C)(C)O (isopropanol). RXN SMILES: [CH3:1][C:2]1([CH3:14])[C@H:4](/[CH:5]=[CH:6]/[C:7]([O:9][CH3:10])=[O:8])[C@H:3]1[C:11](Cl)=[O:12].[CH:15]([OH:18])([CH3:17])[CH3:16]>C1C=CC=CC=1.C(Cl)(Cl)Cl>[CH3:1][C:2]1([CH3:14])[C@H:4](/[CH:5]=[CH:6]/[C:7]([O:9][CH3:10])=[O:8])[C@H:3]1[C:11]([O:18][CH:15]([CH3:17])[CH3:16])=[O:12]. Solvent: C(Cl)(Cl)Cl (chloroform), C1=CC=CC=C1 (benzene). Yields the product CC1([C@@H]([C@H]1\C=C\C(=O)OC)C(=O)OC(C)C)C (isopropyl (1R,trans) 2,2-dimethyl-3-[(E)-3-methoxy-3-oxo-1-propenyl]-cyclopropane-1-carboxylate). Reported procedure: Using the procedure of Example 3, 2.7 g of (1R,trans) 2,2-dimethyl-3-[(E)-3-methoxy-3-oxo-1-propenyl]-cyclopropane-1-carboxylic acid chloride in benzene and 1 ml of isopropanol were reacted to obtain 1.7 g of isopropyl (1R,trans) 2,2-dimethyl-3-[(E)-3-methoxy-3-oxo-1-propenyl]-cyclopropane-1-carboxylate with a specific rotation of [α]D20 =+84° (c=1.25% in chloroform). Yields the product CC(C)(C)c1cc(CNn2ccnc2)cc(C(C)(C)C)c1O. Reactants: C, CO, Cl, [H][H], CC(C)(C)c1cc(C=Nn2ccnc2)cc(C(C)(C)C)c1O, [Pd]. As a reaction SMILES: [C:28].[CH3:25][OH:26].[ClH:27].[H:23][H:24].[OH:1][c:2]1[c:3]([C:19]([CH3:20])([CH3:21])[CH3:22])[cH:4][c:5]([CH:6]=[N:7][n:8]2[cH:9][n:10][cH:11][cH:12]2)[cH:13][c:14]1[C:15]([CH3:16])([CH3:17])[CH3:18].[Pd:29]>>[OH:1][c:2]1[c:3]([C:19]([CH3:20])([CH3:21])[CH3:22])[cH:4][c:5]([CH2:6][NH:7][n:8]2[cH:9][n:10][cH:11][cH:12]2)[cH:13][c:14]1[C:15]([CH3:16])([CH3:17])[CH3:18]. The product is CCOC(=O)C(=O)Nc1c([N+](=O)[O-])cc(Cl)cc1C(F)(F)F. Reactants: CCOC(=O)C(=O)Nc1ccc(Cl)cc1C(F)(F)F, O=[N+]([O-])O, O=S(=O)(O)O. Reaction SMILES: [C:1](=[O:2])([C:3](=[O:4])[O:5][CH2:6][CH3:7])[NH:8][c:9]1[c:10]([C:16]([F:17])([F:18])[F:19])[cH:11][c:12]([Cl:15])[cH:13][cH:14]1.[OH:20][N+:21]([O-:22])=[O:23].[S:24](=[O:25])(=[O:26])([OH:27])[OH:28]>>[C:1](=[O:2])([C:3](=[O:4])[O:5][CH2:6][CH3:7])[NH:8][c:9]1[c:10]([C:16]([F:17])([F:18])[F:19])[cH:11][c:12]([Cl:15])[cH:13][c:14]1[N+:21](=[O:20])[O-:22]. Yields the product OCc1ccc2cc(OCc3ccccc3)ccc2c1. The reactants are [Al+3], O=C(OCc1ccccc1)c1ccc2cc(OCc3ccccc3)ccc2c1, [H-], [H-], [H-], [H-], [Li+], [Na+], C1CCOC1, [OH-], O. As a reaction SMILES: [Al+3:3].[CH2:7]([c:8]1[cH:9][cH:10][cH:11][cH:12][cH:13]1)[O:14][c:15]1[cH:16][c:17]2[cH:18][cH:19][c:20]([C:25](=[O:26])[O:27][CH2:28][c:29]3[cH:30][cH:31][cH:32][cH:33][cH:34]3)[cH:21][c:22]2[cH:23][cH:24]1.[H-:1].[H-:4].[H-:5].[H-:6].[Li+:2].[Na+:37].[O:38]1[CH2:39][CH2:40][CH2:41][CH2:42]1.[OH-:36].[OH2:35]>>[CH2:7]([c:8]1[cH:9][cH:10][cH:11][cH:12][cH:13]1)[O:14][c:15]1[cH:16][c:17]2[cH:18][cH:19][c:20]([CH2:25][OH:26])[cH:21][c:22]2[cH:23][cH:24]1. The reactants are CC#N, O=C=NC(=O)c1cc(F)c(F)cc1Cl, Cc1nnc(-c2ccc(Cl)c(N)c2)[nH]1. Product: Cc1nnc(-c2ccc(Cl)c(NC(=O)NC(=O)c3cc(F)c(F)cc3Cl)c2)[nH]1. Reaction SMILES: [CH3:29][C:30]#[N:31].[Cl:1][c:2]1[c:3]([C:4](=[O:5])[N:6]=[C:7]=[O:8])[cH:9][c:10]([F:14])[c:11]([F:13])[cH:12]1.[NH2:15][c:16]1[cH:17][c:18](-[c:23]2[n:24][n:25][c:26]([CH3:28])[nH:27]2)[cH:19][cH:20][c:21]1[Cl:22]>>[Cl:1][c:2]1[c:3]([C:4](=[O:5])[NH:6][C:7](=[O:8])[NH:15][c:16]2[cH:17][c:18](-[c:23]3[n:24][n:25][c:26]([CH3:28])[nH:27]3)[cH:19][cH:20][c:21]2[Cl:22])[cH:9][c:10]([F:14])[c:11]([F:13])[cH:12]1.